This data is from the Open Reaction Database (ORD), a public repository of structured organic reaction records. The task is: describe an organic reaction: reactants, conditions, products, and yield Solvent: CC(=O)O (AcOH). Reaction conditions: time 18 hour. Procedure: To a solution of 2-(S)-benzyloxycarbonylamino-4-(2-pyrrolo[3,2-c]pyridin-1-yl-acetylamino)-butyric acid methyl ester (0.51 g, 1.20 mmol) in THF (5 mL) is added diborane (5 mL, 0.500 mmol, 1 M solution in THF). The resulting mixture is stirred at room temperature for 4 hours and then concentrated in vacuo. The residue is suspended in EtOAc (10 mL), treated with 10 drops of H2O, 5 drops of 1 N NaOH and further quenched with saturated NH4Cl solution. The mixture is concentrated in vacuo to about 1/... As a reaction SMILES: C(OC(=O)[NH:10][C@H:11]1[CH2:15][CH2:14][N:13]([CH2:16][CH2:17][N:18]2[C:26]3[CH:25]=[CH:24][N:23]=[CH:22][C:21]=3[CH:20]=[CH:19]2)[C:12]1=[O:27])C1C=CC=CC=1.C[OH:30]>CC(O)=O.[Pd]>[C:12]([OH:27])(=[O:30])[CH3:11].[NH2:10][C@H:11]1[CH2:15][CH2:14][N:13]([CH2:16][CH2:17][N:18]2[C:26]3[CH:25]=[CH:24][N:23]=[CH:22][C:21]=3[CH:20]=[CH:19]2)[C:12]1=[O:27] |f:4.5|. The reagents and catalysts are [Pd] (palladium on activated carbon). Reactants: C(C1=CC=CC=C1)OC(N[C@@H]1C(N(CC1)CCN1C=CC=2C=NC=CC21)=O)=O ([2-oxo-1-(2-pyrrolo[3,2-c]pyridin-1-yl-ethyl)-pyrrolidin-3-(S)-yl]-carbamic acid benzyl ester), CO (MeOH). The product is C(C)(=O)O.N[C@@H]1C(N(CC1)CCN1C=CC=2C=NC=CC21)=O (3-(S)-amino-1-(2-pyrrolo[3,2-c]pyridin-1-yl-ethyl)-pyrrolidin-2-one acetate). Reactants: O=C(O)C(Br)C(F)(F)F, O=S(Cl)Cl. Product: O=C(O)C(Br)C(F)(F)F, [Cl-]. As a reaction SMILES: [Br:1][CH:2]([C:3](=[O:4])[OH:5])[C:6]([F:7])([F:8])[F:9].[S:10]([Cl:11])([Cl:12])=[O:13]>>[Br:1][CH:2]([C:3](=[O:4])[OH:5])[C:6]([F:7])([F:8])[F:9].[Cl-:12]. Starting materials: Cl.Cl.NC1CCN(CC1)CCCC(=O)C1=CC=CC=C1 (4-amino-1-(4-phenyl-4-oxobutyl)piperidine dihydrochloride), COC1=CC=C(C=C1)S(=O)(=O)Cl (p-methoxybenzenesulphonyl chloride). Product: COC1=CC=C(C=C1)S(=O)(=O)NC1CCN(CC1)CCCC(=O)C1=CC=CC=C1 (4-(p-Methoxybenzenesulphonamido)-1-(4-phenyl-4-oxobutyl)piperidine). RXN SMILES: Cl.Cl.[NH2:3][CH:4]1[CH2:9][CH2:8][N:7]([CH2:10][CH2:11][CH2:12][C:13]([C:15]2[CH:20]=[CH:19][CH:18]=[CH:17][CH:16]=2)=[O:14])[CH2:6][CH2:5]1.[CH3:21][O:22][C:23]1[CH:28]=[CH:27][C:26]([S:29](Cl)(=[O:31])=[O:30])=[CH:25][CH:24]=1>>[CH3:21][O:22][C:23]1[CH:24]=[CH:25][C:26]([S:29]([NH:3][CH:4]2[CH2:9][CH2:8][N:7]([CH2:10][CH2:11][CH2:12][C:13]([C:15]3[CH:16]=[CH:17][CH:18]=[CH:19][CH:20]=3)=[O:14])[CH2:6][CH2:5]2)(=[O:31])=[O:30])=[CH:27][CH:28]=1 |f:0.1.2|. Reported procedure: Using an analogous procedure to Example 2 4-amino-1-(4-phenyl-4-oxobutyl)piperidine dihydrochloride may be reacted with p-methoxybenzenesulphonyl chloride to give the title compound. The reactants are O (water), [Br-].C(CC)[C@@H]1CC[C@H](CC1)C[P+](C1=CC=CC=C1)(C1=CC=CC=C1)C1=CC=CC=C1 (trans-4-propylcyclohexylmethyltriphenylphosphonium bromide), solution, C(#N)C1=CC=C(C=O)C=C1 (4-cyanobenzaldehyde), CC(C)(C)[O-].[K+] (t-BuOK). The solvent is O1CCCC1 (tetrahydrofuran), O1CCCC1 (THF). Conditions: temperature -20 celsius, time 1 hour. Product: C(CC)[C@@H]1CC[C@H](CC1)C=CC1=CC=C(C#N)C=C1 (4-(2-(trans-4-propylcyclohexyl)vinyl)benzonitrile). Isolated yield 47.8%. As a reaction SMILES: [Br-].[CH2:2]([C@H:5]1[CH2:10][CH2:9][C@H:8]([CH2:11][P+](C2C=CC=CC=2)(C2C=CC=CC=2)C2C=CC=CC=2)[CH2:7][CH2:6]1)[CH2:3][CH3:4].CC([O-])(C)C.[K+].[C:37]([C:39]1[CH:46]=[CH:45][C:42]([CH:43]=O)=[CH:41][CH:40]=1)#[N:38].O>O1CCCC1>[CH2:2]([C@H:5]1[CH2:10][CH2:9][C@H:8]([CH:11]=[CH:43][C:42]2[CH:45]=[CH:46][C:39]([C:37]#[N:38])=[CH:40][CH:41]=2)[CH2:7][CH2:6]1)[CH2:3][CH3:4] |f:0.1,2.3|. Reported procedure: To a mixture of 25.0 g (0.11 mol) of trans-4-propylcyclohexylmethyltriphenylphosphonium bromide and 100 ml of tetrahydrofuran (THF) was added 12.2 g (0.10 mol) of t-BuOK while maintaining a temperature of lower than −20° C., and stirred for 1 hour. Subsequently, 70 ml of solution of 12.9 g (0.10 mol) of 4-cyanobenzaldehyde in THF was added dropwise to the solution while maintaining a temperature of lower than −20° C., and stirred at the same temperature for 2 hours to react. After finishing of t... Reactants: ClC1=CC=C(C=C1)C1=NNC(=N1)N (3-(4-chlorophenyl)-1H-1,2,4-triazol-5-amine), ClC1=C(C=C(C=C1)C(CC(=O)OCC)=O)OC (ethyl 3-(4-chloro-3-methoxyphenyl)-3-oxopropanoate), CC=1C=CC(=CC1)S(=O)(=O)O (TsOH). The solvent is CCCCO (n-BuOH). Conditions: temperature 130 celsius, time 8 hour. Product: ClC1=C(C=C(C=C1)C=1NC=2N(C(C1)=O)N=C(N2)C2=CC=C(C=C2)Cl)OC (5-(4-chloro-3-methoxyphenyl)-2-(4-chlorophenyl)-[1,2,4]triazolo[1,5-α]pyrimidin-7(4H)-one). Yield: 28.7%. RXN SMILES: [Cl:1][C:2]1[CH:7]=[CH:6][C:5]([C:8]2[N:12]=[C:11]([NH2:13])[NH:10][N:9]=2)=[CH:4][CH:3]=1.[Cl:14][C:15]1[CH:20]=[CH:19][C:18]([C:21](=O)[CH2:22][C:23](OCC)=[O:24])=[CH:17][C:16]=1[O:29][CH3:30].CC1C=CC(S(O)(=O)=O)=CC=1>CCCCO>[Cl:14][C:15]1[CH:20]=[CH:19][C:18]([C:21]2[NH:13][C:11]3[N:10]([N:9]=[C:8]([C:5]4[CH:4]=[CH:3][C:2]([Cl:1])=[CH:7][CH:6]=4)[N:12]=3)[C:23](=[O:24])[CH:22]=2)=[CH:17][C:16]=1[O:29][CH3:30]. Reported procedure: To a solution of 3-(4-chlorophenyl)-1H-1,2,4-triazol-5-amine (100 mg, 0.51 mmol) in n-BuOH (1 ml) was added ethyl 3-(4-chloro-3-methoxyphenyl)-3-oxopropanoate (200 mg, 0.78 mmol) and TsOH (5 mg, 0.02 mmol), and the resulting mixture was stirred overnight at 130° C. The solids were collected by filtration and washed with methanol (2×5 ml) to afford 5-(4-chloro-3-methoxyphenyl)-2-(4-chlorophenyl)-[1,2,4]triazolo[1,5-α]pyrimidin-7(4H)-one as a light yellow solid (56.6 mg, 28%). The reactants are ClCC(=O)Cl (chloroacetylchloride), N1(CCCC1)C1=NC(=CC(=N1)N1CCNCC1)N1CCCC1 (2,6-bis(1-pyrrolidinyl)-4-(1-piperazinyl)pyrimidine), C([O-])([O-])=O.[K+].[K+] (potassium carbonate), Cl.CC1=C(C(=CC(=C1)N)C)O (2,6-dimethyl-4-aminophenol hydrogen chloride). Run in C(Cl)Cl (methylene chloride), C(C)#N (Acetonitrile), C(Cl)Cl (methylene chloride), C(Cl)Cl (methylene chloride), C(C)N(CC)CC (triethylamine). Reaction conditions: time 30 minute. The product is N1(CCCC1)C1=NC(=CC(=N1)N1CCN(CC1)CC(=O)NC1=CC(=C(C(=C1)C)O)C)N1CCCC1 (4-(2,6-Bis(1-pyrrolidinyl)-4-pyrimidinyl)-N-(4-hydroxy-3,5-dimethylphenyl)-1-piperazineacetamide). RXN SMILES: Cl.[CH3:2][C:3]1[CH:8]=[C:7]([NH2:9])[CH:6]=[C:5]([CH3:10])[C:4]=1[OH:11].Cl[CH2:13][C:14](Cl)=[O:15].[N:17]1([C:22]2[N:27]=[C:26]([N:28]3[CH2:33][CH2:32][NH:31][CH2:30][CH2:29]3)[CH:25]=[C:24]([N:34]3[CH2:38][CH2:37][CH2:36][CH2:35]3)[N:23]=2)[CH2:21][CH2:20][CH2:19][CH2:18]1.C(=O)([O-])[O-].[K+].[K+]>C(Cl)Cl.C(#N)C.C(N(CC)CC)C>[N:17]1([C:22]2[N:27]=[C:26]([N:28]3[CH2:33][CH2:32][N:31]([CH2:13][C:14]([NH:9][C:7]4[CH:8]=[C:3]([CH3:2])[C:4]([OH:11])=[C:5]([CH3:10])[CH:6]=4)=[O:15])[CH2:30][CH2:29]3)[CH:25]=[C:24]([N:34]3[CH2:35][CH2:36][CH2:37][CH2:38]3)[N:23]=2)[CH2:21][CH2:20][CH2:19][CH2:18]1 |f:0.1,4.5.6|. Procedure details: To 2,6-dimethyl-4-aminophenol hydrogen chloride (5.0 g) in methylene chloride (20 ml) is added triethylamine (6.5 g) in methylene chloride (20 ml) dropwise at 0°. To the cold solution is added chloroacetylchloride (3.6 g) in methylene chloride (20 ml) dropwise over 5-10 m. The mixture is stirred at 0° for 30 min and then at 20°-25° for 1 hr. The mixture is washed with water (60 ml), dried over sodium sulfate and the solvent removed at reduced pressure to give a solid. MS (EI, m/e)=213, 215 (M+)....